Dataset: the Open Reaction Database (ORD), a public repository of structured organic reaction records. Task: describe an organic reaction: reactants, conditions, products, and yield Reactants: C#CCN, Cc1nn(C)c2c1C(c1ccccc1F)=NCC(S)=N2, C1CCOC1. The product is C#CCNC1=Nc2c(c(C)nn2C)C(c2ccccc2F)=NC1. RXN SMILES: [CH2:21]([C:22]#[CH:23])[NH2:24].[F:1][c:2]1[c:3]([C:8]2=[N:14][CH2:13][C:12]([SH:15])=[N:11][c:10]3[c:9]2[c:18]([CH3:19])[n:17][n:16]3[CH3:20])[cH:4][cH:5][cH:6][cH:7]1.[O:25]1[CH2:26][CH2:27][CH2:28][CH2:29]1>>[F:1][c:2]1[c:3]([C:8]2=[N:14][CH2:13][C:12]([NH:24][CH2:21][C:22]#[CH:23])=[N:11][c:10]3[c:9]2[c:18]([CH3:19])[n:17][n:16]3[CH3:20])[cH:4][cH:5][cH:6][cH:7]1. The reactants are C(C1=CC=CC=C1)N(C([C@H](C)NC(OCC1C2=CC=CC=C2C=2C=CC=CC12)=O)=O)CC(OCC)OCC ((S)-(9H-fluoren-9-yl)methyl 1-(benzyl(2,2-diethoxyethyl)amino)-1-oxopropan-2-ylcarbamate), N1CCCCC1.ClCCl (piperidine dichloromethane). Reaction conditions: time 1 hour. Product: N[C@H](C(=O)N(CC(OCC)OCC)CC1=CC=CC=C1)C ((S)-2-amino-N-benzyl-N-(2,2-diethoxyethyl)propanamide). The yield is 103.5%. As a reaction SMILES: [CH2:1]([N:8]([CH2:31][CH:32]([O:36][CH2:37][CH3:38])[O:33][CH2:34][CH3:35])[C:9](=[O:30])[C@@H:10]([NH:12]C(=O)OCC1C2C=CC=CC=2C2C1=CC=CC=2)[CH3:11])[C:2]1[CH:7]=[CH:6][CH:5]=[CH:4][CH:3]=1.N1CCCCC1.ClCCl>>[NH2:12][C@@H:10]([CH3:11])[C:9]([N:8]([CH2:1][C:2]1[CH:3]=[CH:4][CH:5]=[CH:6][CH:7]=1)[CH2:31][CH:32]([O:36][CH2:37][CH3:38])[O:33][CH2:34][CH3:35])=[O:30] |f:1.2|. Reported procedure: To (S)-(9H-fluoren-9-yl)methyl 1-(benzyl(2,2-diethoxyethyl)amino)-1-oxopropan-2-ylcarbamate (Compound XV-1) 1.12 g (2.1 mmol), 25%-piperidine/dichloromethane 16 ml was added and the mixture was stirred at room temperature for 1 hour. The reaction mixture was concentrated in vacuo and the residue was purified on silica gel column chromatography (n-hexane:ethyl acetate=100:0 to 70:30, chloroform:methanol=100:0 to 80:20) to obtain the title compound 640 mg (yield 100%). The reactants are C3, 199.9 C2, C(C=O)(=O)O (glyoxylic acid), CC(CCCCCCCC)=O (2-decanone), C2. The solvent is P(O)(O)(O)=O (orthophosphoric acid). The product is C(CCCCCC)C(=CC(=O)O)C(C)=O (3-Heptyl-4-oxo-2-pentenoic acid). RXN SMILES: [C:1]([OH:5])(=[O:4])[CH:2]=O.[CH3:6][C:7](=[O:16])[CH2:8][CH2:9][CH2:10][CH2:11][CH2:12][CH2:13][CH2:14][CH3:15]>P(=O)(O)(O)O>[CH2:9]([C:8]([C:7](=[O:16])[CH3:6])=[CH:2][C:1]([OH:5])=[O:4])[CH2:10][CH2:11][CH2:12][CH2:13][CH2:14][CH3:15]. Procedure details: Prepared from glyoxylic acid (5.10 g, 6.7 mmol), 2-decanone (15.0 g, 9.6 mmol) and orthophosphoric acid (20 ml). νmax 2925, 2820, 1690, 1460, 1380, 1240, 1120, 880, 720 cm−1. 1H n.m.r. δ (CDCl3) 0.87, t J 7.2 Hz, 3H, CH3; 1.29, m, 10H, CH2; 2.39, s, 3H, CH3; 2.77, t J 6.8 Hz, 2H, CH2; 6.50, s, CH. 13C n.m.r. δ (CDCl3): 13.9, CH3; 22.5, 26.6, 26.9, 29.1, 29.6, 31.6 CH2; 28.8, CH3; 124.3, C2; 157.9, C3; 170.9, COOH; 199.9 C2. Isolated yield 77.0%. Starting materials: tert-butyl ester, FC=1C=C(C=CC1NC=1SC2=C(N1)C=CC(=C2)OC(F)(F)F)C2=CC=C(C=C2)C(=O)[C@H]2[C@@H](CCC2)C(=O)OC (methyl (1R,2R)-2-[(3′-fluoro-4′-{[6-(trifluoromethoxy)-1,3-benzothiazol-2-yl]amino}-1,1′-biphenyl-4-yl)carbonyl]cyclopentanecarboxylate), BrC1=CC=C(C(=O)[C@H]2[C@@H](CCC2)C(=O)OC(C)(C)C)C=C1 (tert-butyl (1R,2R)-2-(4-bromobenzoyl)-cyclopentanecarboxylate), BrC1=CC(=C(C=C1)NC=1SC2=C(N1)C=CC(=C2)F)F (N-(4-bromo-2-fluorophenyl)-N-(6-fluoro-1,3-benzothiazol-2-yl)amine). Yields the product FC=1C=C(C=CC1NC=1SC2=C(N1)C=CC(=C2)F)C2=CC=C(C=C2)C(=O)[C@H]2[C@@H](CCC2)C(=O)OC(C)(C)C (tert-Butyl (1R,2R)-2-({3′-fluoro-4′-[(6-fluoro-1,3-benzothiazol-2-yl)amino]-1,1′-biphenyl-4-yl}carbonyl)cyclopentanecarboxylate), FC=1C=C(C=CC1NC=1SC2=C(N1)C=CC(=C2)F)C2=CC=C(C=C2)C(=O)[C@H]2[C@@H](CCC2)C(=O)O ((1R,2R)-2-({3′-Fluoro-4′-[(6-fluoro-1,3-benzothiazol-2-yl)amino]-1,1′-biphenyl-4-yl}carbonyl)cyclopentanecarboxylic acid). Procedure: tert-Butyl (1R,2R)-2-({3′-fluoro-4′-[(6-fluoro-1,3-benzothiazol-2-yl)amino]-1,1′-biphenyl-4-yl}carbonyl)cyclopentanecarboxylate was prepared from tert-butyl (1R,2R)-2-(4-bromobenzoyl)-cyclopentanecarboxylate and N-(4-bromo-2-fluorophenyl)-N-(6-fluoro-1,3-benzothiazol-2-yl)amine in a similar manner to that described above for methyl (1R,2R)-2-[(3′-fluoro-4′-{[6-(trifluoromethoxy)-1,3-benzothiazol-2-yl]amino}-1,1′-biphenyl-4-yl)carbonyl]cyclopentanecarboxylate. A solution of the tert-butyl ester (... As a reaction SMILES: Br[C:2]1[CH:21]=[CH:20][C:5]([C:6]([C@@H:8]2[CH2:12][CH2:11][CH2:10][C@H:9]2[C:13]([O:15][C:16]([CH3:19])([CH3:18])[CH3:17])=[O:14])=[O:7])=[CH:4][CH:3]=1.Br[C:23]1[CH:28]=[CH:27][C:26]([NH:29][C:30]2[S:31][C:32]3[CH:38]=[C:37]([F:39])[CH:36]=[CH:35][C:33]=3[N:34]=2)=[C:25]([F:40])[CH:24]=1.[F:41][C:42]1[CH:43]=[C:44]([C:63]2[CH:68]=[CH:67][C:66]([C:69]([C@@H:71]3[CH2:75][CH2:74][CH2:73][C@H:72]3[C:76]([O:78]C)=[O:77])=[O:70])=[CH:65][CH:64]=2)[CH:45]=[CH:46][C:47]=1[NH:48][C:49]1[S:50][C:51]2[CH:57]=[C:56](OC(F)(F)F)[CH:55]=[CH:54][C:52]=2[N:53]=1>C(O)(C(F)(F)F)=O.C(Cl)Cl>[F:40][C:25]1[CH:24]=[C:23]([C:2]2[CH:21]=[CH:20][C:5]([C:6]([C@@H:8]3[CH2:12][CH2:11][CH2:10][C@H:9]3[C:13]([O:15][C:16]([CH3:19])([CH3:18])[CH3:17])=[O:14])=[O:7])=[CH:4][CH:3]=2)[CH:28]=[CH:27][C:26]=1[NH:29][C:30]1[S:31][C:32]2[CH:38]=[C:37]([F:39])[CH:36]=[CH:35][C:33]=2[N:34]=1.[F:41][C:42]1[CH:43]=[C:44]([C:63]2[CH:64]=[CH:65][C:66]([C:69]([C@@H:71]3[CH2:75][CH2:74][CH2:73][C@H:72]3[C:76]([OH:78])=[O:77])=[O:70])=[CH:67][CH:68]=2)[CH:45]=[CH:46][C:47]=1[NH:48][C:49]1[S:50][C:51]2[CH:57]=[C:56]([F:39])[CH:55]=[CH:54][C:52]=2[N:53]=1. The solvent is C(=O)(C(F)(F)F)O (TFA), C(Cl)Cl (CH2Cl2). Starting materials: O=C1CCC(=O)N1Br, ClCCl, CS(=O)(=O)c1ccc(C(=CC2CCCC2)C(=O)O)cc1Cl, Nc1ccccn1, O, c1ccc(P(c2ccccc2)c2ccccc2)cc1, c1ccncc1. Yields the product CS(=O)(=O)c1ccc(C(=CC2CCCC2)C(=O)Nc2ccccn2)cc1Cl. Reaction SMILES: [Br:20][N:21]1[C:22](=[O:23])[CH2:24][CH2:25][C:26]1=[O:27].[CH2:62]([Cl:63])[Cl:64].[Cl:28][c:29]1[cH:30][c:31]([C:39]([C:40](=[O:41])[OH:42])=[CH:43][CH:44]2[CH2:45][CH2:46][CH2:47][CH2:48]2)[cH:32][cH:33][c:34]1[S:35](=[O:36])(=[O:37])[CH3:38].[NH2:49][c:50]1[n:51][cH:52][cH:53][cH:54][cH:55]1.[OH2:65].[c:1]1([P:2]([c:3]2[cH:4][cH:5][cH:6][cH:7][cH:8]2)[c:9]2[cH:10][cH:11][cH:12][cH:13][cH:14]2)[cH:15][cH:16][cH:17][cH:18][cH:19]1.[cH:56]1[cH:57][cH:58][n:59][cH:60][cH:61]1>>[Cl:28][c:29]1[cH:30][c:31]([C:39]([C:40](=[O:42])[NH:49][c:50]2[n:51][cH:52][cH:53][cH:54][cH:55]2)=[CH:43][CH:44]2[CH2:45][CH2:46][CH2:47][CH2:48]2)[cH:32][cH:33][c:34]1[S:35](=[O:36])(=[O:37])[CH3:38]. Starting materials: CC1=C(C(=CC(=C1)C(C(F)(F)F)(C(F)(F)F)F)C)NC(C1=C(C(=CC=C1OC)[N+](=O)[O-])OC)=O (N-[2,6-dimethyl-4-(1,2,2,2-tetrafluoro-1-trifluoromethyl-ethyl)-phenyl]-2,6-dimethoxy-3-nitrobenzamide). The reagents and catalysts are [Pd] (Pd/C). Run in C(C)O (ethanol). Reaction conditions: time 16 hour. The product is NC=1C(=C(C(=O)NC2=C(C=C(C=C2C)C(C(F)(F)F)(C(F)(F)F)F)C)C(=CC1)OC)OC (3-amino-N-[2,6-dimethyl-4-(1,2,2,2-tetrafluoro-1-trifluoromethyl-ethyl)-phenyl]-2,6-dimethoxy-benzamide). As a reaction SMILES: [CH3:1][C:2]1[CH:7]=[C:6]([C:8]([F:17])([C:13]([F:16])([F:15])[F:14])[C:9]([F:12])([F:11])[F:10])[CH:5]=[C:4]([CH3:18])[C:3]=1[NH:19][C:20](=[O:34])[C:21]1[C:26]([O:27][CH3:28])=[CH:25][CH:24]=[C:23]([N+:29]([O-])=O)[C:22]=1[O:32][CH3:33]>C(O)C.[Pd]>[NH2:29][C:23]1[C:22]([O:32][CH3:33])=[C:21]([C:26]([O:27][CH3:28])=[CH:25][CH:24]=1)[C:20]([NH:19][C:3]1[C:2]([CH3:1])=[CH:7][C:6]([C:8]([F:17])([C:13]([F:14])([F:15])[F:16])[C:9]([F:12])([F:11])[F:10])=[CH:5][C:4]=1[CH3:18])=[O:34]. Procedure: A solution of N-[2,6-dimethyl-4-(1,2,2,2-tetrafluoro-1-trifluoromethyl-ethyl)-phenyl]-2,6-dimethoxy-3-nitrobenzamide (200 mg, 0.4 mmol) (see Example I3) in ethanol (8 ml) charged with Pd/C 10% (64 mg, 0.06 mmol) was stirred under a hydrogen atmosphere for 16 hours. After filtration the mixture was concentrated. The residue was used without further purification. Reactants: Cc1ccccc1C=Cc1nc(CCl)co1, OCCc1nccn1CCCCc1ccc(O)cc1. The product is Cc1ccccc1C=Cc1nc(COc2ccc(CCCCn3ccnc3CCO)cc2)co1. RXN SMILES: [Cl:20][CH2:21][c:22]1[n:23][c:24]([CH:27]=[CH:28][c:29]2[c:30]([CH3:35])[cH:31][cH:32][cH:33][cH:34]2)[o:25][cH:26]1.[OH:1][CH2:2][CH2:3][c:4]1[n:5]([CH2:9][CH2:10][CH2:11][CH2:12][c:13]2[cH:14][cH:15][c:16]([OH:19])[cH:17][cH:18]2)[cH:6][cH:7][n:8]1>>[OH:1][CH2:2][CH2:3][c:4]1[n:5]([CH2:9][CH2:10][CH2:11][CH2:12][c:13]2[cH:14][cH:15][c:16]([O:19][CH2:21][c:22]3[n:23][c:24]([CH:27]=[CH:28][c:29]4[c:30]([CH3:35])[cH:31][cH:32][cH:33][cH:34]4)[o:25][cH:26]3)[cH:17][cH:18]2)[cH:6][cH:7][n:8]1.